Dataset: the Open Reaction Database (ORD), a public repository of structured organic reaction records. Task: describe an organic reaction: reactants, conditions, products, and yield Starting materials: 14, C1(=CC=CC=C1)COC1=CC=C(C(=O)OCC2CC2)C=C1 ((cyclopropylmethyl) 4-(phenylmethoxy)benzoate), [H][H] (hydrogen). Reagents/catalysts: [Pd] (palladium-on-charcoal). The solvent is CC(C)O (2-propanol). Yields the product OC1=CC=C(C(=O)OCC2CC2)C=C1 ((cyclopropylmethyl) 4-hydroxybenzoate). Yield: 100.0%. As a reaction SMILES: C1(C[O:8][C:9]2[CH:21]=[CH:20][C:12]([C:13]([O:15][CH2:16][CH:17]3[CH2:19][CH2:18]3)=[O:14])=[CH:11][CH:10]=2)C=CC=CC=1.[H][H]>[Pd].CC(O)C>[OH:8][C:9]1[CH:10]=[CH:11][C:12]([C:13]([O:15][CH2:16][CH:17]2[CH2:19][CH2:18]2)=[O:14])=[CH:20][CH:21]=1. Reported procedure: A mixture of 14 parts of (cyclopropylmethyl) 4-(phenylmethoxy)benzoate and 200 parts of 2-propanol was hydrogenated at normal pressure and at room temperature with 2 parts of palladium-on-charcoal catalyst 10%. After the calculated amount of hydrogen was taken up, the catalyst was filtered off and the filtrate was evaporated, yielding 8.1 parts (100%) of (cyclopropylmethyl) 4-hydroxybenzoate as a residue (int. 4). As a reaction SMILES: [CH3:31][O:32][c:33]1[c:34]2[c:35]([C:48]([C:49]([OH:50])=[O:51])=[O:52])[cH:36][nH:37][c:38]2[c:39](-[n:42]2[n:43][n:44][c:45]([CH3:47])[cH:46]2)[n:40][cH:41]1.[Cl:53][CH2:54][Cl:55].[ClH:30].[F:23][C:24]([F:25])([F:26])[C:27]([OH:28])=[O:29].[c:1]1([C:7]([c:8]2[cH:9][c:10]([CH3:13])[n:11][nH:12]2)=[C:14]2[CH2:15][CH2:16][N:17]([C:20](=[O:21])[OH:22])[CH2:18][CH2:19]2)[cH:2][cH:3][cH:4][cH:5][cH:6]1>>[c:1]1([C:7]([c:8]2[cH:9][c:10]([CH3:13])[n:11][nH:12]2)=[C:14]2[CH2:15][CH2:16][N:17]([C:20](=[O:21])[C:48]([c:35]3[c:34]4[c:33]([O:32][CH3:31])[cH:41][n:40][c:39](-[n:42]5[n:43][n:44][c:45]([CH3:47])[cH:46]5)[c:38]4[nH:37][cH:36]3)=[O:52])[CH2:18][CH2:19]2)[cH:2][cH:3][cH:4][cH:5][cH:6]1. The reactants are COc1cnc(-n2cc(C)nn2)c2[nH]cc(C(=O)C(=O)O)c12, ClCCl, Cl, O=C(O)C(F)(F)F, Cc1cc(C(=C2CCN(C(=O)O)CC2)c2ccccc2)[nH]n1. The product is COc1cnc(-n2cc(C)nn2)c2[nH]cc(C(=O)C(=O)N3CCC(=C(c4ccccc4)c4cc(C)n[nH]4)CC3)c12. Reactants: CC1(C)OCC(ON2C(=O)c3ccccc3C2=O)CO1, CNN, ClCCl. Product: CC1(C)OCC(ON)CO1. As a reaction SMILES: [CH3:1][C:2]1([CH3:20])[O:3][CH2:4][CH:5]([O:8][N:9]2[C:10](=[O:11])[c:12]3[c:13]([cH:14][cH:15][cH:16][cH:17]3)[C:18]2=[O:19])[CH2:6][O:7]1.[CH3:21][NH:22][NH2:23].[Cl:24][CH2:25][Cl:26]>>[CH3:1][C:2]1([CH3:20])[O:3][CH2:4][CH:5]([O:8][NH2:9])[CH2:6][O:7]1. Reactants: C(C)N(CC)CC1=CC=C(N)C=C1 (4-((diethylamino)methyl)aniline), OC=C1C(NC2=CC(=CC=C12)C(=O)C=1C=C(C=CC1)NC(=O)C1=CC(=NN1C)C)=O (N-(3-(3-(hydroxymethylene)-2-oxoindoline-6-carbonyl)phenyl)-1,3-dimethyl-1H-pyrazole-5-carboxamide). The solvent is C1CCOC1 (THF). Reaction conditions: temperature 70 celsius. The product is C(C)N(CC)CC1=CC=C(C=C1)N\C=C\1/C(NC2=CC(=CC=C12)C(=O)C=1C=C(C=CC1)NC(=O)C=1N(N=C(C1)C)C)=O (2,5-Dimethyl-2H-pyrazole-3-carboxylic acid (3-{3-[1-(4-diethylaminomethyl-phenylamino)-meth-(Z)-ylidene]-2-oxo-2,3-dihydro-1H-indole-6-carbonyl}-phenyl)-amide). Yield: 55.5%. Reaction SMILES: [CH2:1]([N:3]([CH2:6][C:7]1[CH:13]=[CH:12][C:10]([NH2:11])=[CH:9][CH:8]=1)[CH2:4][CH3:5])[CH3:2].O[CH:15]=[C:16]1[C:24]2[C:19](=[CH:20][C:21]([C:25]([C:27]3[CH:28]=[C:29]([NH:33][C:34]([C:36]4[N:40]([CH3:41])[N:39]=[C:38]([CH3:42])[CH:37]=4)=[O:35])[CH:30]=[CH:31][CH:32]=3)=[O:26])=[CH:22][CH:23]=2)[NH:18][C:17]1=[O:43]>C1COCC1>[CH2:1]([N:3]([CH2:6][C:7]1[CH:8]=[CH:9][C:10]([NH:11]/[CH:15]=[C:16]2\[C:17](=[O:43])[NH:18][C:19]3[C:24]\2=[CH:23][CH:22]=[C:21]([C:25]([C:27]2[CH:28]=[C:29]([NH:33][C:34]([C:36]4[N:40]([CH3:41])[N:39]=[C:38]([CH3:42])[CH:37]=4)=[O:35])[CH:30]=[CH:31][CH:32]=2)=[O:26])[CH:20]=3)=[CH:12][CH:13]=1)[CH2:4][CH3:5])[CH3:2]. Reported procedure: A mixture of 4-((diethylamino)methyl)aniline (A-04; 100 mg, 0.25 mmol, 1 equivalent) and N-(3-(3-(hydroxymethylene)-2-oxoindoline-6-carbonyl)phenyl)-1,3-dimethyl-1H-pyrazole-5-carboxamide (Scaffold S1; 50 mg, 0.25 mmol, 1 equivalent) was taken in anhydrous THF (2 mL, 0.125 M) and heated at 70° C. for 16 h. Solvent was evaporated under vacuum and the crude product was purified by preparative RP-HPLC. 2,5-Dimethyl-2H-pyrazole-3-carboxylic acid (3-{3-[1-(4-diethylaminomethyl-phenylamino)-meth-(Z)-y... Procedure: cis-1-(4-Isopropyl-cyclohexyl)-piperidine-4-on (5.0 g, 23.4 mmol), 4-fluoro aniline (3.3 g, 35.3 mmol) and molecular sieves (20 g, 4A) were stirred in 100 ml pentane at room temperature for 6 days. The molecular sieves was filtered off and the solvent was evaporated. The crude product was used without any further purification for the following step. Solvent: CCCCC (pentane). The product is FC1=CC=C(C=C1)N=C1CCN(CC1)[C@@H]1CC[C@@H](CC1)C(C)C ((4-Fluoro-phenyl)-[1-(cis-4-isopropyl-cyclohexyl)-piperidin-4-ylidene]-amin). Reactants: C(C)(C)[C@H]1CC[C@H](CC1)N1CCC(CC1)=O (cis-1-(4-Isopropyl-cyclohexyl)-piperidine-4-on), FC1=CC=C(N)C=C1 (4-fluoro aniline), 4A. RXN SMILES: [CH:1]([C@@H:4]1[CH2:9][CH2:8][C@H:7]([N:10]2[CH2:15][CH2:14][C:13](=O)[CH2:12][CH2:11]2)[CH2:6][CH2:5]1)([CH3:3])[CH3:2].[F:17][C:18]1[CH:24]=[CH:23][C:21]([NH2:22])=[CH:20][CH:19]=1>CCCCC>[F:17][C:18]1[CH:24]=[CH:23][C:21]([N:22]=[C:13]2[CH2:14][CH2:15][N:10]([C@H:7]3[CH2:8][CH2:9][C@@H:4]([CH:1]([CH3:3])[CH3:2])[CH2:5][CH2:6]3)[CH2:11][CH2:12]2)=[CH:20][CH:19]=1. Reactants: Nc1cccc2[nH]ccc12, C1CCOC1, COc1ccc(C(=O)O)c(O)c1. RXN SMILES: [NH2:1][c:2]1[c:3]2[cH:4][cH:5][nH:6][c:7]2[cH:8][cH:9][cH:10]1.[O:23]1[CH2:24][CH2:25][CH2:26][CH2:27]1.[OH:11][c:12]1[c:13]([C:14](=[O:15])[OH:16])[cH:17][cH:18][c:19]([O:21][CH3:22])[cH:20]1>>[NH:1]([c:2]1[c:3]2[cH:4][cH:5][nH:6][c:7]2[cH:8][cH:9][cH:10]1)[C:14]([c:13]1[c:12]([OH:11])[cH:20][c:19]([O:21][CH3:22])[cH:18][cH:17]1)=[O:15]. Yields the product COc1ccc(C(=O)Nc2cccc3[nH]ccc23)c(O)c1. Reactants: [Li]CCCC, C1CCOC1, CN(C)C1(c2ccccc2)CCC(=O)CC1, CI, CCCCCC. Yields the product CC1CC(c2ccccc2)(N(C)C)CCC1=O. As a reaction SMILES: [CH2:1]([Li:2])[CH2:3][CH2:4][CH3:5].[CH2:30]1[O:31][CH2:32][CH2:33][CH2:34]1.[CH3:12][N:13]([C:14]1([c:21]2[cH:22][cH:23][cH:24][cH:25][cH:26]2)[CH2:15][CH2:16][C:17](=[O:20])[CH2:18][CH2:19]1)[CH3:27].[CH3:28][I:29].[CH3:6][CH2:7][CH2:8][CH2:9][CH2:10][CH3:11]>>[CH3:1][CH:16]1[CH2:15][C:14]([N:13]([CH3:12])[CH3:27])([c:21]2[cH:22][cH:23][cH:24][cH:25][cH:26]2)[CH2:19][CH2:18][C:17]1=[O:20]. Starting materials: CCOC(=O)c1noc(C(CCCC2CCCCC2)CC(=O)OC(C)(C)C)n1, CNC, CCO. The product is CN(C)C(=O)c1noc(C(CCCC2CCCCC2)CC(=O)OC(C)(C)C)n1. Reaction SMILES: [C:1]([CH3:2])([CH3:3])([CH3:4])[O:5][C:6]([CH2:7][CH:8]([CH2:9][CH2:10][CH2:11][CH:12]1[CH2:13][CH2:14][CH2:15][CH2:16][CH2:17]1)[c:18]1[n:19][c:20]([C:23](=[O:24])[O:25][CH2:26][CH3:27])[n:21][o:22]1)=[O:28].[CH3:29][NH:30][CH3:31].[CH3:32][CH2:33][OH:34]>>[C:1]([CH3:2])([CH3:3])([CH3:4])[O:5][C:6]([CH2:7][CH:8]([CH2:9][CH2:10][CH2:11][CH:12]1[CH2:13][CH2:14][CH2:15][CH2:16][CH2:17]1)[c:18]1[n:19][c:20]([C:23](=[O:24])[N:30]([CH3:29])[CH3:31])[n:21][o:22]1)=[O:28]. The reactants are C(C1=CC=CC=C1)Cl (benzyl chloride), C(CCO)O (1,3-propandiol), CN(C)C=O (DMF), [H-].[Na+] (sodium hydride). The solvent is O (water), C1CCOC1 (THF). Conditions: time 8 hour. Product: C(C1=CC=CC=C1)OCCCO (3-Benzyloxy-1-propanol). The yield is 51.8%. As a reaction SMILES: [CH2:1]([OH:5])[CH2:2][CH2:3][OH:4].CN(C=O)C.[H-].[Na+].[CH2:13](Cl)[C:14]1[CH:19]=[CH:18][CH:17]=[CH:16][CH:15]=1>O.C1COCC1>[CH2:13]([O:4][CH2:3][CH2:2][CH2:1][OH:5])[C:14]1[CH:19]=[CH:18][CH:17]=[CH:16][CH:15]=1 |f:2.3|. Reported procedure: To a solution of 50.0 g (0.657 mol) of 1,3-propandiol 11 in 500 mL of cosolvent (DMF : THF=3:1) in an ice bath was carefully added 26.3 g (0.657 mol) of 60% sodium hydride and stirred for 1 hour, followed by slow addition of 80.5 g (0.636 mol) of benzyl chloride at 0° C. and stirring at room temperature overnight. After adding 50 mL of water to quench the reaction, the mixture was extracted with ether (2×600 mL). The organic layer was washed with water (50 mL) and Brine (50 mL), dried over anhyd... Isolated yield 19.2%. Starting materials: BrC1=CC=C(C(CC2C(CCCC2)=O)=O)C=C1 (2-(p-bromophenacyl)cyclohexanone), NC1=CC=C(C(C(=O)O)=C1)O (5-aminosalicylic acid). As a reaction SMILES: [Br:1][C:2]1[CH:17]=[CH:16][C:5]([C:6](=O)[CH2:7][CH:8]2[CH2:13][CH2:12][CH2:11][CH2:10][C:9]2=O)=[CH:4][CH:3]=1.[NH2:18][C:19]1[CH:27]=[C:23]([C:24]([OH:26])=[O:25])[C:22]([OH:28])=[CH:21][CH:20]=1>C(O)(=O)C>[Br:1][C:2]1[CH:17]=[CH:16][C:5]([C:6]2[N:18]([C:19]3[CH:20]=[CH:21][C:22]([OH:28])=[C:23]([C:24]([OH:26])=[O:25])[CH:27]=3)[C:9]3[CH2:10][CH2:11][CH2:12][CH2:13][C:8]=3[CH:7]=2)=[CH:4][CH:3]=1. Procedure: A mixture of 44.3 g. (0.15 mole) of 2-(p-bromophenacyl)cyclohexanone, 23.0 g. (0.15 mole) of 5-aminosalicylic acid, and 115 ml. of glacial acetic acid was heated under reflux for 2 hours, cooled and filtered. The filter cake was washed with water, dried and recrystallized from acetic acid to provide 11.9 g (19%) of tan crystals, m.p. 231°-232°. The product is BrC1=CC=C(C=C1)C=1N(C=2CCCCC2C1)C1=CC(=C(C=C1)O)C(=O)O (2-(4-Bromophenyl)-1-(3-carboxy-4-hydroxyphenyl)-4,5,6,7-tetrahydroindole). The solvent is C(C)(=O)O (acetic acid).